This data is from the Open Reaction Database (ORD), a public repository of structured organic reaction records. The task is: describe an organic reaction: reactants, conditions, products, and yield The reactants are CCOC(=O)C1=C(C)NC(C(OCC)OCC)=C(C(=O)OCC)C1c1ccccc1OC, CC(C)=O. The product is CCOC(=O)C1=C(C)NC(C=O)=C(C(=O)OCC)C1c1ccccc1OC. Reaction SMILES: [CH3:1][C:2]1=[C:7]([C:8](=[O:9])[O:10][CH2:11][CH3:12])[CH:6]([c:13]2[c:14]([O:19][CH3:20])[cH:15][cH:16][cH:17][cH:18]2)[C:5]([C:21](=[O:22])[O:23][CH2:24][CH3:25])=[C:4]([CH:26]([O:27][CH2:31][CH3:32])[O:28][CH2:29][CH3:30])[NH:3]1.[CH3:33][C:34](=[O:35])[CH3:36]>>[CH3:1][C:2]1=[C:7]([C:8](=[O:9])[O:10][CH2:11][CH3:12])[CH:6]([c:13]2[c:14]([O:19][CH3:20])[cH:15][cH:16][cH:17][cH:18]2)[C:5]([C:21](=[O:22])[O:23][CH2:24][CH3:25])=[C:4]([CH:26]=[O:27])[NH:3]1. Starting materials: [BH4-], COC(=O)c1c(-c2nc3ccccn3c2C=O)ccc2ccccc12, [Cl-], [NH4+], [Na+], C1CCOC1, O. Yields the product COC(=O)c1c(-c2nc3ccccn3c2CO)ccc2ccccc12. As a reaction SMILES: [BH4-:31].[CH:1](=[O:2])[c:3]1[c:4](-[c:12]2[c:13]([C:22](=[O:23])[O:24][CH3:25])[c:14]3[cH:15][cH:16][cH:17][cH:18][c:19]3[cH:20][cH:21]2)[n:5][c:6]2[n:7]1[cH:8][cH:9][cH:10][cH:11]2.[Cl-:33].[NH4+:34].[Na+:32].[O:26]1[CH2:27][CH2:28][CH2:29][CH2:30]1.[OH2:35]>>[CH2:1]([OH:2])[c:3]1[c:4](-[c:12]2[c:13]([C:22](=[O:23])[O:24][CH3:25])[c:14]3[cH:15][cH:16][cH:17][cH:18][c:19]3[cH:20][cH:21]2)[n:5][c:6]2[n:7]1[cH:8][cH:9][cH:10][cH:11]2. The reactants are CS(=O)(=O)Cl, CCOC(C)=O, CCCn1c(=O)c2[nH]c(C34CCC(N)(CC3)CC4)nc2n(CCC)c1=O, c1ccncc1. Yields the product CCCn1c(=O)c2[nH]c(C34CCC(NS(C)(=O)=O)(CC3)CC4)nc2n(CCC)c1=O. As a reaction SMILES: [CH3:27][S:28]([Cl:29])(=[O:30])=[O:31].[CH3:38][CH2:39][O:40][C:41]([CH3:42])=[O:43].[NH2:1][C:2]12[CH2:3][CH2:4][C:5]([c:10]3[n:11][c:12]4[n:13]([CH2:24][CH2:25][CH3:26])[c:14](=[O:23])[n:15]([CH2:20][CH2:21][CH3:22])[c:16](=[O:19])[c:17]4[nH:18]3)([CH2:6][CH2:7]1)[CH2:8][CH2:9]2.[cH:32]1[cH:33][cH:34][n:35][cH:36][cH:37]1>>[NH:1]([C:2]12[CH2:3][CH2:4][C:5]([c:10]3[n:11][c:12]4[n:13]([CH2:24][CH2:25][CH3:26])[c:14](=[O:23])[n:15]([CH2:20][CH2:21][CH3:22])[c:16](=[O:19])[c:17]4[nH:18]3)([CH2:6][CH2:7]1)[CH2:8][CH2:9]2)[S:28]([CH3:27])(=[O:30])=[O:31].